From a dataset of the Open Reaction Database (ORD), a public repository of structured organic reaction records. describe an organic reaction: reactants, conditions, products, and yield Starting materials: C1CCOC1, C[Si](C)(C)N=C=O, ONC1CCn2c1cc1ccccc12, O. The product is NC(=O)N(O)C1CCn2c1cc1ccccc12. As a reaction SMILES: [CH2:23]1[O:24][CH2:25][CH2:26][CH2:27]1.[CH3:15][Si:16]([CH3:17])([CH3:18])[N:19]=[C:20]=[O:21].[NH:1]([OH:2])[CH:3]1[CH2:4][CH2:5][n:6]2[c:7]1[cH:8][c:9]1[cH:10][cH:11][cH:12][cH:13][c:14]21.[OH2:22]>>[N:1]([OH:2])([CH:3]1[CH2:4][CH2:5][n:6]2[c:7]1[cH:8][c:9]1[cH:10][cH:11][cH:12][cH:13][c:14]21)[C:20]([NH2:19])=[O:21]. Reactants: BrC1=C(C=CC=C1)CC(=O)O (2-bromophenylacetic acid), CC=1C=C(N)C=CC1Br (3-methyl-4-bromoaniline). The product is CC=1C=C(C=CC1Br)NC1=C(C=CC=C1)CC(=O)O (2-[(3-methyl-4-bromophenyl)amino]phenylacetic acid). As a reaction SMILES: Br[C:2]1[CH:7]=[CH:6][CH:5]=[CH:4][C:3]=1[CH2:8][C:9]([OH:11])=[O:10].[CH3:12][C:13]1[CH:14]=[C:15]([CH:17]=[CH:18][C:19]=1[Br:20])[NH2:16]>>[CH3:12][C:13]1[CH:14]=[C:15]([NH:16][C:2]2[CH:7]=[CH:6][CH:5]=[CH:4][C:3]=2[CH2:8][C:9]([OH:11])=[O:10])[CH:17]=[CH:18][C:19]=1[Br:20]. Procedure: In the manner described in example 3, 2-bromophenylacetic acid is condensed with 3-methyl-4-bromoaniline to yield 2-[(3-methyl-4-bromophenyl)amino]phenylacetic acid. The reactants are C1(CCC1)N1N=C(C=2C1=NC=NC2N)I (1-cyclobutyl-3-iodo-1H-pyrazolo[3,4-d]pyrimidin-4-ylamine), C1(=CC=CC=C1)C1=NC2=CC(=CC=C2C=C1)B1CC(C(O1)(C)C)(C)C (2-phenyl-7-(4,4,5,5-tetramethyl-[2,3,2]dioxaborolan-2-yl)-quinoline), C(=O)([O-])[O-].[Na+].[Na+] (Na2CO3), O (water). The reagents and catalysts are C=1C=CC(=CC1)[P](C=2C=CC=CC2)(C=3C=CC=CC3)[Pd]([P](C=4C=CC=CC4)(C=5C=CC=CC5)C=6C=CC=CC6)([P](C=7C=CC=CC7)(C=8C=CC=CC8)C=9C=CC=CC9)[P](C=1C=CC=CC1)(C=1C=CC=CC1)C=1C=CC=CC1 (Pd(PPh3)4). Solvent: CN(C)C=O (DMF). Run at temperature 80 celsius. Yields the product C1(CCC1)N1N=C(C=2C1=NC=NC2N)C2=CC=C1C=CC(=NC1=C2)C2=CC=CC=C2 (1-Cyclobutyl-3-(2-phenylquinolin-7-yl)-1H-pyrazolo[3,4-d]pyrimidin-4-ylamine). RXN SMILES: [CH:1]1([N:5]2[C:9]3=[N:10][CH:11]=[N:12][C:13]([NH2:14])=[C:8]3[C:7](I)=[N:6]2)[CH2:4][CH2:3][CH2:2]1.[C:16]1([C:22]2[CH:31]=[CH:30][C:29]3[C:24](=[CH:25][C:26](B4OC(C)(C)C(C)(C)C4)=[CH:27][CH:28]=3)[N:23]=2)[CH:21]=[CH:20][CH:19]=[CH:18][CH:17]=1.C([O-])([O-])=O.[Na+].[Na+].O>CN(C=O)C.C1C=CC([P]([Pd]([P](C2C=CC=CC=2)(C2C=CC=CC=2)C2C=CC=CC=2)([P](C2C=CC=CC=2)(C2C=CC=CC=2)C2C=CC=CC=2)[P](C2C=CC=CC=2)(C2C=CC=CC=2)C2C=CC=CC=2)(C2C=CC=CC=2)C2C=CC=CC=2)=CC=1>[CH:1]1([N:5]2[C:9]3=[N:10][CH:11]=[N:12][C:13]([NH2:14])=[C:8]3[C:7]([C:26]3[CH:25]=[C:24]4[C:29]([CH:30]=[CH:31][C:22]([C:16]5[CH:21]=[CH:20][CH:19]=[CH:18][CH:17]=5)=[N:23]4)=[CH:28][CH:27]=3)=[N:6]2)[CH2:4][CH2:3][CH2:2]1 |f:2.3.4,^1:56,58,77,96|. Procedure: Nitrogen was bubbled into a mixture of 1-cyclobutyl-3-iodo-1H-pyrazolo[3,4-d]pyrimidin-4-ylamine (60.0 mg, 0.190 mmol), 2-phenyl-7-(4,4,5,5-tetramethyl-[2,3,2]dioxaborolan-2-yl)-quinoline (64.4 mg, 0.194 mmol), Na2CO3 (50.5 mg, 0.476 mmol), and Pd(PPh3)4 (13.7 mg, 0.0119 mmol) in DMF (4 mL)/water (1 mL) for 5 min, then the mixture was heated under nitrogen to 80° C. (bath temp.) for 17 h. The solvents were evaporated, water was added, the mixture was extracted with CH2Cl2 (3×20 mL), and the comb... The reactants are Cn1c(=O)n(C)c2cc(Br)ccc21, O=C1CCC2(CC1)OCCO2. Product: Cn1c(=O)n(C)c2cc(C3(O)CCC4(CC3)OCCO4)ccc21. Reaction SMILES: [Br:1][c:2]1[cH:3][c:4]2[c:5]([n:6]([CH3:11])[c:7](=[O:10])[n:8]2[CH3:9])[cH:12][cH:13]1.[O:14]1[CH2:15][CH2:16][O:17][C:18]12[CH2:19][CH2:20][C:21](=[O:24])[CH2:22][CH2:23]2>>[c:2]1([C:21]2([OH:24])[CH2:20][CH2:19][C:18]3([O:14][CH2:15][CH2:16][O:17]3)[CH2:23][CH2:22]2)[cH:3][c:4]2[c:5]([n:6]([CH3:11])[c:7](=[O:10])[n:8]2[CH3:9])[cH:12][cH:13]1. Reactants: Cl.C(C)N(CCCl)CC (2-diethylaminoethylchloride hydrochloride), CC1(OC2=CC(=CC=C2C(=C1)C1=CC2=CC=CC=C2C=C1)O)C (2,2-dimethyl-4-(2-naphthyl)-2H-chromen-7-ol), CC1(OC2=CC(=CC=C2C(C1)C1=CC=C(C=C1)C(F)(F)F)OCCN(C)C)C (2,2-dimethyl-7-(2-dimethylaminoethoxy)-4-(4-trifluoromethylphenyl)chroman). Product: C(C)N(CCOC1=CC=C2C(=CC(OC2=C1)(C)C)C1=CC2=CC=CC=C2C=C1)CC (7-(2-Diethylaminoethoxy)-2,2-dimethyl-4-(2-naphthyl)-2H-chromene). Yield: 49.0%. As a reaction SMILES: Cl.[CH2:2]([N:4]([CH2:8][CH3:9])[CH2:5][CH2:6]Cl)[CH3:3].[CH3:10][C:11]1([CH3:32])[CH:20]=[C:19]([C:21]2[CH:30]=[CH:29][C:28]3[C:23](=[CH:24][CH:25]=[CH:26][CH:27]=3)[CH:22]=2)[C:18]2[C:13](=[CH:14][C:15]([OH:31])=[CH:16][CH:17]=2)[O:12]1.CC1(C)CC(C2C=CC(C(F)(F)F)=CC=2)C2C(=CC(OCCN(C)C)=CC=2)O1>>[CH2:2]([N:4]([CH2:8][CH3:9])[CH2:5][CH2:6][O:31][C:15]1[CH:14]=[C:13]2[C:18]([C:19]([C:21]3[CH:30]=[CH:29][C:28]4[C:23](=[CH:24][CH:25]=[CH:26][CH:27]=4)[CH:22]=3)=[CH:20][C:11]([CH3:32])([CH3:10])[O:12]2)=[CH:17][CH:16]=1)[CH3:3] |f:0.1|. Reported procedure: Reaction of 2-diethylaminoethylchloride hydrochloride with 2,2-dimethyl-4-(2-naphthyl)-2H-chromen-7-ol by an analogous method to that described in Preparation 18 (c) gave the title compound as a colourless oil in 49% yield. Starting materials: ClCCl, C=C(C)Cc1ccc2c(c1)CCO2, CO, NC(N)=S, O=[O+][O-], c1ccncc1. Yields the product CC(=O)Cc1ccc2c(c1)CCO2. Reaction SMILES: [CH2:27]([Cl:28])[Cl:29].[CH3:1][C:2]([CH2:3][c:4]1[cH:5][cH:6][c:7]2[c:8]([cH:12]1)[CH2:9][CH2:10][O:11]2)=[CH2:13].[CH3:30][OH:31].[NH2:23][C:24](=[S:25])[NH2:26].[O-:20][O+:21]=[O:22].[cH:14]1[cH:15][cH:16][n:17][cH:18][cH:19]1>>[CH3:1][C:2]([CH2:3][c:4]1[cH:5][cH:6][c:7]2[c:8]([cH:12]1)[CH2:9][CH2:10][O:11]2)=[O:20]. Yields the product [Cl-].N[N+]1=C(N(C=C1)N)C1=CC=C(C=C1)OC (1,3-diamino-2-(4-methoxyphenyl)imidazolium chloride). Reaction SMILES: [NH2:1][N:2]1[CH:6]=[CH:5][N:4]=[C:3]1[C:7]1[CH:12]=[CH:11][C:10]([O:13][CH3:14])=[CH:9][CH:8]=1.C1(P(C2C=CC=CC=2)(O[NH2:24])=O)C=CC=CC=1.[Cl:31]CCl>>[Cl-:31].[NH2:1][N+:2]1[CH:6]=[CH:5][N:4]([NH2:24])[C:3]=1[C:7]1[CH:8]=[CH:9][C:10]([O:13][CH3:14])=[CH:11][CH:12]=1 |f:3.4|. Reactants: NN1C(=NC=C1)C1=CC=C(C=C1)OC (1-amino-2-(4-methoxyphenyl)imidazole), ClCCl (dichloromethane), C1(=CC=CC=C1)P(=O)(ON)C1=CC=CC=C1 (O-diphenylphosphinylhydroxylamine). Procedure: 0.1 g of 1-amino-2-(4-methoxyphenyl)imidazole is dissolved in 10 ml of dichloromethane. The solution is treated portionwise during 8 days with 0.29 g of O-diphenylphosphinylhydroxylamine, evaporated and the residue is suspended in 10 ml of water. The difficulty soluble diphenylphosphinic acid is removed by filtration and the filtrate is placed on a column loaded with Amberlite IRA 400 (chloride), whereupon the column is eluted with water. There is obtained 1,3-diamino-2-(4-methoxyphenyl)imidazol...